This data is from the Open Reaction Database (ORD), a public repository of structured organic reaction records. The task is: describe an organic reaction: reactants, conditions, products, and yield Reactants: C(C)(=O)O[BH-](OC(C)=O)OC(C)=O.[Na+] (Sodium triacetoxyborohydride), FC(C=1C=C(C(=O)N2[C@@H](CNCC2)CC2=CC(=C(C=C2)C)OCOCCOC)C=C(C1)C(F)(F)F)(F)F ((2R)-1-[3,5-bis(trifluoromethyl)-benzoyl]-2-[3-[(2-methoxyethoxy)methoxy]-4-methylbenzyl]-piperazine), CN1N=CC(=C1)C=O (1-methyl-1H-pyrazole-4-carboxaldehyde). Solvent: ClCCl (dichloromethane). Conditions: time 1 hour. Yields the product FC(C=1C=C(C(=O)N2[C@@H](CN(CC2)CC=2C=NN(C2)C)CC2=CC(=C(C=C2)C)OCOCCOC)C=C(C1)C(F)(F)F)(F)F ((2R)-1-[3,5-bis(trifluoromethyl)benzoyl]-2-[3-[(2-methoxyethoxy)methoxy]-4-methylbenzyl]-4-[(1-methyl-1H-pyrazol-4-yl)methyl]piperazine). Isolated yield 91.8%. As a reaction SMILES: C(O[BH-](OC(=O)C)OC(=O)C)(=O)C.[Na+].[F:15][C:16]([F:51])([F:50])[C:17]1[CH:18]=[C:19]([CH:43]=[C:44]([C:46]([F:49])([F:48])[F:47])[CH:45]=1)[C:20]([N:22]1[CH2:27][CH2:26][NH:25][CH2:24][C@H:23]1[CH2:28][C:29]1[CH:34]=[CH:33][C:32]([CH3:35])=[C:31]([O:36][CH2:37][O:38][CH2:39][CH2:40][O:41][CH3:42])[CH:30]=1)=[O:21].[CH3:52][N:53]1[CH:57]=[C:56]([CH:58]=O)[CH:55]=[N:54]1>ClCCl>[F:51][C:16]([F:15])([F:50])[C:17]1[CH:18]=[C:19]([CH:43]=[C:44]([C:46]([F:47])([F:48])[F:49])[CH:45]=1)[C:20]([N:22]1[CH2:27][CH2:26][N:25]([CH2:58][C:56]2[CH:55]=[N:54][N:53]([CH3:52])[CH:57]=2)[CH2:24][C@H:23]1[CH2:28][C:29]1[CH:34]=[CH:33][C:32]([CH3:35])=[C:31]([O:36][CH2:37][O:38][CH2:39][CH2:40][O:41][CH3:42])[CH:30]=1)=[O:21] |f:0.1|. Reported procedure: Sodium triacetoxyborohydride (0.3 g) was added in portions to a mixture of (2R)-1-[3,5-bis(trifluoromethyl)-benzoyl]-2-[3-[(2-methoxyethoxy)methoxy]-4-methylbenzyl]-piperazine (0.5 g) and 1-methyl-1H-pyrazole-4-carboxaldehyde (0.12 g) in dichloromethane (10 ml) and the whole was stirred at room temperature for 1 hour. The mixture was washed with sodium hydrogen carbonate aqueous solution, dried over magnesium sulfate and evaporated under reduced pressure. The residue was purified by column chrom... The reactants are COC(=O)c1ccc(C(=O)Cl)cc1, CO, Cc1c(C)c2c(c(C)c1N)C(c1ccc(C(C)C)cc1)C(C)(C)O2. Product: COC(=O)c1ccc(C(=O)Nc2c(C)c(C)c3c(c2C)C(c2ccc(C(C)C)cc2)C(C)(C)O3)cc1. Reaction SMILES: [CH3:25][O:26][C:27](=[O:28])[c:29]1[cH:30][cH:31][c:32]([C:33](=[O:34])[Cl:35])[cH:36][cH:37]1.[CH3:38][OH:39].[CH:1]([CH3:2])([CH3:3])[c:4]1[cH:5][cH:6][c:7]([CH:10]2[C:11]([CH3:23])([CH3:24])[O:12][c:13]3[c:14]2[c:15]([CH3:22])[c:16]([NH2:21])[c:17]([CH3:20])[c:18]3[CH3:19])[cH:8][cH:9]1>>[CH:1]([CH3:2])([CH3:3])[c:4]1[cH:5][cH:6][c:7]([CH:10]2[C:11]([CH3:23])([CH3:24])[O:12][c:13]3[c:14]2[c:15]([CH3:22])[c:16]([NH:21][C:33]([c:32]2[cH:31][cH:30][c:29]([C:27]([O:26][CH3:25])=[O:28])[cH:37][cH:36]2)=[O:34])[c:17]([CH3:20])[c:18]3[CH3:19])[cH:8][cH:9]1. Starting materials: C1=C(C=CC2=CC=CC=C12)C=1N=C2N(C=C(C=C2)C=2C=C(C=CC2)CO)C1 ([3-(2-naphthalen-2-ylimidazo[1,2-a]pyridin-6-yl)phenyl]methanol), COCCBr (2-bromoethanol methyl ether), [F-].[K+] (potassium fluoride on alumina). Solvent: 1/1, CO.CN(C=O)C (methanol dimethylformamide). Run at temperature 80 celsius. Product: COCCOCC=1C=C(C=CC1)C=1C=CC=2N(C1)C=C(N2)C2=CC1=CC=CC=C1C=C2 (6-[3-(2-Methoxyethoxymethyl)phenyl]-2-(naphthalen-2-yl)imidazo[1,2-a]pyridine). Yield: 37.7%. As a reaction SMILES: [CH:1]1[C:10]2[C:5](=[CH:6][CH:7]=[CH:8][CH:9]=2)[CH:4]=[CH:3][C:2]=1[C:11]1[N:12]=[C:13]2[CH:18]=[CH:17][C:16]([C:19]3[CH:20]=[C:21]([CH2:25][OH:26])[CH:22]=[CH:23][CH:24]=3)=[CH:15][N:14]2[CH:27]=1.[CH3:28][O:29][CH2:30][CH2:31]Br.[F-].[K+]>CO.CN(C)C=O>[CH3:28][O:29][CH2:30][CH2:31][O:26][CH2:25][C:21]1[CH:20]=[C:19]([C:16]2[CH:17]=[CH:18][C:13]3[N:14]([CH:27]=[C:11]([C:2]4[CH:3]=[CH:4][C:5]5[C:10](=[CH:9][CH:8]=[CH:7][CH:6]=5)[CH:1]=4)[N:12]=3)[CH:15]=2)[CH:24]=[CH:23][CH:22]=1 |f:2.3,4.5|. Procedure details: 100 mg of [3-(2-naphthalen-2-ylimidazo[1,2-a]pyridin-6-yl)phenyl]methanol (Example 2) and 120 mg of 2-bromoethanol methyl ether are dissolved in 5 ml of a 1/1 methanol/dimethylformamide mixture, in a pressure tube, and 1 g of potassium fluoride on alumina is added thereto. The tube is closed and heated for 16 h at 80° C. After cooling, the mineral is removed by filtration and washed with dichloromethane. The filtrate is concentrated under reduced pressure and purified by silica gel chromatograph... Starting materials: C(#N)C=1C=NC=CC1C (3-cyano-4-methylpyridine), COC(N(C)C)OC (N,N-dimethylformamide dimethyl acetal). Solvent: CN(C)C=O (DMF). Yields the product CN(C=CC1=C(C=NC=C1)C#N)C (N,N-Dimethyl-2-(3-cyano-4-pyridyl)etheneamine). As a reaction SMILES: [C:1]([C:3]1[CH:4]=[N:5][CH:6]=[CH:7][C:8]=1[CH3:9])#[N:2].CO[CH:12](OC)[N:13]([CH3:15])[CH3:14]>CN(C=O)C>[CH3:12][N:13]([CH3:15])[CH:14]=[CH:9][C:8]1[CH:7]=[CH:6][N:5]=[CH:4][C:3]=1[C:1]#[N:2]. Reported procedure: A solution of 3-cyano-4-methylpyridine (25 g, 0.21 mol), and N,N-dimethylformamide dimethyl acetal (29.2 mL, 0.22 mol) in dry DMF was heated at reflux overnight. Most of the DMF was removed under reduced pressure. The crude red oil was partitioned between EtOAc (300 mL) and H2O (300 mL) and the organic phase was washed with H2O, brine and dried (Na2SO4). Removal of the solvent afforded the product (34.3 g, 94%, as a light red solid of suitable purity for use directly in the next step, mp 80°-83°... Reactants: C(C)(C)[Mg]Cl (isopropylmagnesium chloride), B(OC)(OC)OC (Trimethyl borate), C(C)(C)[Mg]Cl (Isopropylmagnesium chloride), CN(CCOCCN(C)C)C (bis(2-dimethylaminoethyl)ether), IC1=CC=C(C=C1)C(=O)N1CCOCC1 ((4-iodophenyl)-(morpholino)methanone). The solvent is C1CCOC1 (THF). Conditions: time 20 minute. Yields the product N1(CCOCC1)C(=O)C1=CC=C(C=C1)B(O)O (4-(morpholine-4-carbonyl)phenylboronic acid). The yield is 79.8%. Reaction SMILES: C([Mg]Cl)(C)C.CN(C)CCOCCN(C)C.I[C:18]1[CH:23]=[CH:22][C:21]([C:24]([N:26]2[CH2:31][CH2:30][O:29][CH2:28][CH2:27]2)=[O:25])=[CH:20][CH:19]=1.[B:32](OC)([O:35]C)[O:33]C>C1COCC1>[N:26]1([C:24]([C:21]2[CH:22]=[CH:23][C:18]([B:32]([OH:35])[OH:33])=[CH:19][CH:20]=2)=[O:25])[CH2:31][CH2:30][O:29][CH2:28][CH2:27]1. Procedure details: Isopropylmagnesium chloride (27.8 mL, 2 M in THF, 55.6 mmol) was added to a solution of bis(2-dimethylaminoethyl)ether (10.5 mL, 55.6 mmol) in THF (230 mL) 15° C. After 20 minutes, (4-iodophenyl)-(morpholino)methanone (14.7 g, 46.4 mmol) was added and the reaction was removed from the cooling bath. After 1 hr, another 0.8 eq of isopropylmagnesium chloride was added. Trimethyl borate (10.6, 93 mmol) was added after 15 minutes, and after stirring 40 min, the reaction was quenched with 150 ml 1 N a... Procedure: Prepared from 5-(2-(4-chlorobenzenesulphonylamino)indan-5-yl)-5-(3-pyridyl)pent-4-enoic acid analogously to Example 19 by catalytic hydrogenation in the presence of platinum as catalyst. RXN SMILES: Cl[C:2]1[CH:7]=[CH:6][C:5]([S:8]([NH:11][CH:12]2[CH2:20][C:19]3[C:14](=[CH:15][CH:16]=[C:17]([C:21]([C:28]4[CH:29]=[N:30][CH:31]=[CH:32][CH:33]=4)=[CH:22][CH2:23][CH2:24][C:25]([OH:27])=[O:26])[CH:18]=3)[CH2:13]2)(=[O:10])=[O:9])=[CH:4][CH:3]=1>[Pt]>[C:5]1([S:8]([NH:11][CH:12]2[CH2:20][C:19]3[C:14](=[CH:15][CH:16]=[C:17]([CH:21]([C:28]4[CH:29]=[N:30][CH:31]=[CH:32][CH:33]=4)[CH2:22][CH2:23][CH2:24][C:25]([OH:27])=[O:26])[CH:18]=3)[CH2:13]2)(=[O:10])=[O:9])[CH:4]=[CH:3][CH:2]=[CH:7][CH:6]=1. Reagents/catalysts: [Pt] (platinum). Starting materials: ClC1=CC=C(C=C1)S(=O)(=O)NC1CC2=CC=C(C=C2C1)C(=CCCC(=O)O)C=1C=NC=CC1 (5-(2-(4-chlorobenzenesulphonylamino)indan-5-yl)-5-(3-pyridyl)pent-4-enoic acid). The product is C1(=CC=CC=C1)S(=O)(=O)NC1CC2=CC=C(C=C2C1)C(CCCC(=O)O)C=1C=NC=CC1 (5-(2-(Benzenesulphonylamino)indan-5-yl)-5-(3-pyridyl)pentanoic acid).